Dataset: the Open Reaction Database (ORD), a public repository of structured organic reaction records. Task: describe an organic reaction: reactants, conditions, products, and yield The reactants are ClCCl, CC(C)(C)OC(=O)n1ncc2cc(Nc3nc(-c4cccc(NC(=O)C5CCNCC5)c4)nc4ccccc34)ccc21. Product: O=C(Nc1cccc(-c2nc(Nc3ccc4[nH]ncc4c3)c3ccccc3n2)c1)C1CCNCC1. RXN SMILES: [Cl:43][CH2:44][Cl:45].[NH:1]1[CH2:2][CH2:3][CH:4]([C:7](=[O:8])[NH:9][c:10]2[cH:11][c:12](-[c:16]3[n:17][c:18]4[cH:19][cH:20][cH:21][cH:22][c:23]4[c:24]([NH:26][c:27]4[cH:28][c:29]5[cH:30][n:31][n:32]([C:36]([O:37][C:38]([CH3:39])([CH3:40])[CH3:41])=[O:42])[c:33]5[cH:34][cH:35]4)[n:25]3)[cH:13][cH:14][cH:15]2)[CH2:5][CH2:6]1>>[NH:1]1[CH2:2][CH2:3][CH:4]([C:7](=[O:8])[NH:9][c:10]2[cH:11][c:12](-[c:16]3[n:17][c:18]4[cH:19][cH:20][cH:21][cH:22][c:23]4[c:24]([NH:26][c:27]4[cH:28][c:29]5[cH:30][n:31][nH:32][c:33]5[cH:34][cH:35]4)[n:25]3)[cH:13][cH:14][cH:15]2)[CH2:5][CH2:6]1. Reactants: CC(C)(C)C(=O)OCn1cnc2ccc(CBr)cc2c1=O, C#CCNc1ccc(C(=O)NC(CCC(=O)OCC)C(=O)OCC)c(F)c1, C#CCN(Cc1ccc2ncn(COC(=O)C(C)(C)C)c(=O)c2c1)c1ccc(C(=O)NC(CCC(=O)OCC)C(=O)OCC)cc1. Yields the product C#CCN(Cc1ccc2ncn(COC(=O)C(C)(C)C)c(=O)c2c1)c1ccc(C(=O)NC(CCC(=O)OCC)C(=O)OCC)c(F)c1. Reaction SMILES: [Br:74][CH2:75][c:76]1[cH:77][c:78]2[c:79]([cH:80][cH:81]1)[n:82][cH:83][n:84]([CH2:85][O:86][C:87](=[O:88])[C:89]([CH3:90])([CH3:91])[CH3:92])[c:93]2=[O:94].[F:1][c:2]1[cH:3][c:4]([NH:5][CH2:6][C:7]#[CH:8])[cH:9][cH:10][c:11]1[C:12]([NH:13][CH:14]([C:15]([O:16][CH2:17][CH3:18])=[O:19])[CH2:20][CH2:21][C:22]([O:23][CH2:24][CH3:25])=[O:26])=[O:27].[O:28]=[c:29]1[n:30]([CH2:66][O:67][C:68]([C:69]([CH3:70])([CH3:71])[CH3:72])=[O:73])[cH:31][n:32][c:33]2[cH:34][cH:35][c:36]([CH2:39][N:40]([c:41]3[cH:42][cH:43][c:44]([C:45](=[O:46])[NH:47][CH:48]([CH2:49][CH2:50][C:51](=[O:52])[O:53][CH2:54][CH3:55])[C:56](=[O:57])[O:58][CH2:59][CH3:60])[cH:61][cH:62]3)[CH2:63][C:64]#[CH:65])[cH:37][c:38]12>>[F:1][c:61]1[c:44]([C:45](=[O:46])[NH:47][CH:48]([CH2:49][CH2:50][C:51](=[O:52])[O:53][CH2:54][CH3:55])[C:56](=[O:57])[O:58][CH2:59][CH3:60])[cH:43][cH:42][c:41]([N:40]([CH2:39][c:36]2[cH:35][cH:34][c:33]3[n:32][cH:31][n:30]([CH2:66][O:67][C:68]([C:69]([CH3:70])([CH3:71])[CH3:72])=[O:73])[c:29](=[O:28])[c:38]3[cH:37]2)[CH2:63][C:64]#[CH:65])[cH:62]1. Starting materials: Br, COc1ccc2c(c1)C1(CCNCC1)OC2c1ccccc1. Yields the product Oc1ccc2c(c1)C1(CCNCC1)OC2c1ccccc1. Reaction SMILES: [BrH:23].[CH3:1][O:2][c:3]1[cH:4][cH:5][c:6]2[c:10]([cH:11]1)[C:9]1([O:8][CH:7]2[c:17]2[cH:18][cH:19][cH:20][cH:21][cH:22]2)[CH2:12][CH2:13][NH:14][CH2:15][CH2:16]1>>[OH:2][c:3]1[cH:4][cH:5][c:6]2[c:10]([cH:11]1)[C:9]1([O:8][CH:7]2[c:17]2[cH:18][cH:19][cH:20][cH:21][cH:22]2)[CH2:12][CH2:13][NH:14][CH2:15][CH2:16]1. Starting materials: ClC(C(O)O)(Cl)Cl (chloral hydrate), C1(CCCCC1)C(=O)N (cyclohexane carboxamide), initial suspension. The solvent is C1=CC=CC=C1 (benzene). Reaction conditions: temperature 80 celsius, time 6 hour. Product: C1(CCCCC1)C(=O)NC(C(Cl)(Cl)Cl)O (cyclohexyl-N-(2,2,2-trichloro-1-hydroxyethyl)carboxamide). Isolated yield 80.9%. Reaction SMILES: [Cl:1][C:2]([Cl:7])([Cl:6])[CH:3](O)[OH:4].[CH:8]1([C:14]([NH2:16])=[O:15])[CH2:13][CH2:12][CH2:11][CH2:10][CH2:9]1>C1C=CC=CC=1>[CH:8]1([C:14]([NH:16][CH:3]([OH:4])[C:2]([Cl:7])([Cl:6])[Cl:1])=[O:15])[CH2:13][CH2:12][CH2:11][CH2:10][CH2:9]1. Procedure: First, cyclohexyl-N-(2,2,2-trichloro-1-hydroxyethyl)carboxamide 3 was synthesized as follows. A mixture of chloral hydrate (9.0 g, 54,5 mmol) and cyclohexane carboxamide (5.0 g, 49.5 mmol) in dry benzene (30 ml) was heated at 80° C. in an oil bath. The initial suspension eventually became a clear solution (reaction time depends on the amount of starting materials, in this example it took about 6 hours). The mixture was stirred for an additional 30 minutes, then removed from the oil bath, and lef... Solvent: C(Cl)Cl (CH2Cl2). Procedure details: The title compound was prepared from [2-{3-[3-(2,3-dimethyl-pyridin-4-yl)-phenyl]-3-oxo-propionylamino}-5-ethoxy-4-trifluoromethyl-phenyl]-carbamic acid tert-butyl ester (Example M130) (0.33 g, 0.58 mmol) by treatment with TFA in CH2Cl2 according to the general procedure N. Obtained as a light yellow solid (160 mg, 61%). Isolated yield 61.0%. Yields the product CC1=NC=CC(=C1C)C=1C=C(C=CC1)C1=NC2=C(NC(C1)=O)C=C(C(=C2)OCC)C(F)(F)F (4-[3-(2,3-Dimethyl-pyridin-4-yl)-phenyl]-7-ethoxy-8-trifluoromethyl-1,3-dihydro-benzo[b][1,4]diazepin-2-one), solid. RXN SMILES: C(OC(=O)[NH:7][C:8]1[CH:13]=[C:12]([O:14][CH2:15][CH3:16])[C:11]([C:17]([F:20])([F:19])[F:18])=[CH:10][C:9]=1[NH:21][C:22](=[O:40])[CH2:23][C:24]([C:26]1[CH:31]=[CH:30][CH:29]=[C:28]([C:32]2[CH:37]=[CH:36][N:35]=[C:34]([CH3:38])[C:33]=2[CH3:39])[CH:27]=1)=O)(C)(C)C.C(O)(C(F)(F)F)=O>C(Cl)Cl>[CH3:38][C:34]1[C:33]([CH3:39])=[C:32]([C:28]2[CH:27]=[C:26]([C:24]3[CH2:23][C:22](=[O:40])[NH:21][C:9]4[CH:10]=[C:11]([C:17]([F:18])([F:20])[F:19])[C:12]([O:14][CH2:15][CH3:16])=[CH:13][C:8]=4[N:7]=3)[CH:31]=[CH:30][CH:29]=2)[CH:37]=[CH:36][N:35]=1. The reactants are C(C)(C)(C)OC(NC1=C(C=C(C(=C1)OCC)C(F)(F)F)NC(CC(=O)C1=CC(=CC=C1)C1=C(C(=NC=C1)C)C)=O)=O ([2-{3-[3-(2,3-dimethyl-pyridin-4-yl)-phenyl]-3-oxo-propionylamino}-5-ethoxy-4-trifluoromethyl-phenyl]-carbamic acid tert-butyl ester), C(=O)(C(F)(F)F)O (TFA).